From a dataset of the Open Reaction Database (ORD), a public repository of structured organic reaction records. describe an organic reaction: reactants, conditions, products, and yield Starting materials: [Cr](=O)(=O)([O-])O[Cr](=O)(=O)[O-].[NH+]1=CC=CC=C1.[NH+]1=CC=CC=C1 (Pyridinium dichromate), [Si](C)(C)(C(C)(C)C)OC1=C(C=CC(=C1)O[Si](C)(C)C(C)(C)C)[C@@H]1CC[C@H](CC1)CO (trans-[4-(2,4-bis{[tert-butyl(dimethyl)silyl]oxy}phenyl)cyclohexyl]methanol). Run in CN(C=O)C (N,N-dimethylformamide). Reaction conditions: time 24 hour. The product is [Si](C)(C)(C(C)(C)C)OC1=C(C=CC(=C1)O[Si](C)(C)C(C)(C)C)[C@@H]1CC[C@H](CC1)C(=O)O (trans-4-(2,4-Bis{[tert-butyl(dimethyl)silyl]oxy}phenyl)cyclohexanecarboxylic acid). Yield: 44.6%. Reaction SMILES: [Cr](O[Cr]([O-])(=O)=O)([O-])(=O)=[O:2].[NH+]1C=CC=CC=1.[NH+]1C=CC=CC=1.[Si:22]([O:29][C:30]1[CH:35]=[C:34]([O:36][Si:37]([C:40]([CH3:43])([CH3:42])[CH3:41])([CH3:39])[CH3:38])[CH:33]=[CH:32][C:31]=1[C@H:44]1[CH2:49][CH2:48][C@H:47]([CH2:50][OH:51])[CH2:46][CH2:45]1)([C:25]([CH3:28])([CH3:27])[CH3:26])([CH3:24])[CH3:23]>CN(C)C=O>[Si:22]([O:29][C:30]1[CH:35]=[C:34]([O:36][Si:37]([C:40]([CH3:42])([CH3:43])[CH3:41])([CH3:39])[CH3:38])[CH:33]=[CH:32][C:31]=1[C@H:44]1[CH2:45][CH2:46][C@H:47]([C:50]([OH:2])=[O:51])[CH2:48][CH2:49]1)([C:25]([CH3:26])([CH3:27])[CH3:28])([CH3:24])[CH3:23] |f:0.1.2|. Procedure: Pyridinium dichromate (146 mg) was added to a stirred solution of cis/trans-[4-(2,4-bis{[tert-butyl(dimethyl)silyl]oxy}phenyl)cyclohexyl]methanol (50 mg) in N,N-dimethylformamide (1 ml) at room temperature under argon. After 24 hr, the reaction mixture was partitioned between water (20 ml) and diethyl ether (30 ml). The layers were separated and the aqueous layer was extracted with diethyl ether (2×30 ml). The combined organic extracts were dried over magnesium sulfate and evaporated in vacuo. T... The reactants are C#Cc1cnc2ccc(OC(SC)C(=O)NC3(CO)CCC3)cc2c1, C#CCBr, C1CCOC1, [H-], [Na+], O. The product is C#CCOCC1(NC(=O)C(Oc2ccc3ncc(C#C)cc3c2)SC)CCC1. As a reaction SMILES: [C:3](#[CH:4])[c:5]1[cH:6][n:7][c:8]2[cH:9][cH:10][c:11]([O:15][CH:16]([C:17](=[O:18])[NH:19][C:20]3([CH2:24][OH:25])[CH2:21][CH2:22][CH2:23]3)[S:26][CH3:27])[cH:12][c:13]2[cH:14]1.[CH2:28]([C:29]#[CH:30])[Br:31].[CH2:33]1[O:34][CH2:35][CH2:36][CH2:37]1.[H-:2].[Na+:1].[OH2:32]>>[C:3](#[CH:4])[c:5]1[cH:6][n:7][c:8]2[cH:9][cH:10][c:11]([O:15][CH:16]([C:17](=[O:18])[NH:19][C:20]3([CH2:24][O:25][CH2:30][C:29]#[CH:28])[CH2:21][CH2:22][CH2:23]3)[S:26][CH3:27])[cH:12][c:13]2[cH:14]1. Reactants: NC[C@@H]1O[C@@H](CC2=C1C(=CC=C2OC)C)CN ([1R,3S] 1,3-Bis(aminomethyl)-3,4-dihydro-5-methoxy-8-methyl-1H-2-benzopyran), B(Br)(Br)Br (boron tribromide). Product: Br.Br.NC[C@@H]1O[C@@H](CC2=C1C(=CC=C2O)C)CN ([1R,3S] 1,3-Bis(aminomethyl)-3,4-dihydro-5-hydroxy-8-methyl-1H-2-benzopyran dihydrobromide). Reaction SMILES: [NH2:1][CH2:2][C@H:3]1[C:8]2[C:9]([CH3:15])=[CH:10][CH:11]=[C:12]([O:13]C)[C:7]=2[CH2:6][C@@H:5]([CH2:16][NH2:17])[O:4]1.B(Br)(Br)[Br:19]>>[BrH:19].[BrH:19].[NH2:1][CH2:2][C@H:3]1[C:8]2[C:9]([CH3:15])=[CH:10][CH:11]=[C:12]([OH:13])[C:7]=2[CH2:6][C@@H:5]([CH2:16][NH2:17])[O:4]1 |f:2.3.4|. Procedure: [1R,3S] 1,3-Bis(aminomethyl)-3,4-dihydro-5-methoxy-1H-2-benzopyran from Step 6 is treated with an excess of boron tribromide as described in Step 6 of Example 145 to give the title compound. Starting materials: C=C, c1cc(cc(c1Cl)C(NOC(C(C)(C)C)=O)=O)C. The reagents and catalysts are c1ccc(cc1)-c2c3ccccc3cc4ccccc24 (9-Phenylanthracene), CC(=O)[O-].[K+] (KOAc), C1(C(C(C(C1C)C)C)C)C.C1(C(C(C(C1C)C)C)C)C.[Rh](Cl)Cl.[Rh](Cl)Cl ([Cp*RhCl2]2). The solvent is CO (MeOH), CC#N  (MeCN). Reaction conditions: temperature 25 celsius, time 18 hour. Product: Cc1ccc(Cl)c2C(=O)NCCc12. Reaction SMILES: [CH3:1][c:2]1[cH:8][c:7]([C:9]([NH:11]OC([C:12](C)(C)[CH3:13])=O)=[O:10])[c:5]([Cl:6])[cH:4][cH:3]1.C=C>>[CH3:1][c:2]1[c:8]([c:7]2[c:5]([Cl:6])[cH:4][cH:3]1)[CH2:13][CH2:12][NH:11][C:9]2=[O:10].